This data is from the Open Reaction Database (ORD), a public repository of structured organic reaction records. The task is: describe an organic reaction: reactants, conditions, products, and yield The reactants are CN1C(=NC(=CC1=O)C1=CC=NC=C1)SC (3-Methyl-2-methylsulfanyl-6-pyridin-4-yl-3H-pyrimidin-4-one), F[B-](F)(F)F.O=[N+]=O (nitronium tetrafluoroborate). Run in C(C)#N (acetonitrile). Conditions: time 2 hour. The product is CN1C(=NC(=C(C1=O)[N+](=O)[O-])C1=CC=NC=C1)SC (3-Methyl-2-methylsulfanyl-5-nitro-6-pyridin-4-yl-3H-pyrimidin-4-one). As a reaction SMILES: [CH3:1][N:2]1[C:7](=[O:8])[CH:6]=[C:5]([C:9]2[CH:14]=[CH:13][N:12]=[CH:11][CH:10]=2)[N:4]=[C:3]1[S:15][CH3:16].F[B-](F)(F)F.[O:22]=[N+:23]=[O:24]>C(#N)C>[CH3:1][N:2]1[C:7](=[O:8])[C:6]([N+:23]([O-:24])=[O:22])=[C:5]([C:9]2[CH:14]=[CH:13][N:12]=[CH:11][CH:10]=2)[N:4]=[C:3]1[S:15][CH3:16] |f:1.2|. Procedure details: 3-Methyl-2-methylsulfanyl-6-pyridin-4-yl-3H-pyrimidin-4-one (1.0 g, 4.3 mmol) in 10 mL dry acetonitrile at 0° C. under nitrogen was added nitronium tetrafluoroborate (0.5 M in sulfolane, Aldrich Chemical, 17.2 mL, 8.6 mmol) at such a rate as to not let the internal temperature rise above 5° C. The suspension slowly became a homogeneous solution. The reaction was monitored by mass spec and after 2 h, no remaining starting material was observed. The acetonitrile was removed under reduced pressure ... Starting materials: C(C)(C)(C)[Si](OC1CCC(CC1)(C(F)(F)F)C=NS(=O)C(C)(C)C)(C)C (2-Methyl-propane-2-sulfinic acid 1-[4-(tert-butyl-dimethyl-silanyloxy)-1-trifluoromethyl-cyclohexyl]-methylideneamide), [O-]S(=O)(=O)[O-].[Na+].[Na+] (Na2SO4), solution, C(C)[Mg]Cl (ethylmagnesium chloride). Solvent: C(C)OCC (diethyl ether), C(C)OCC (diethyl ether), C(C)OCC (diethyl ether). Conditions: temperature -78 celsius, time 2 hour. Product: C(C)(C)(C)[Si](OC1CCC(CC1)(C(F)(F)F)C(CC)NS(=O)C(C)(C)C)(C)C (2-Methyl-propane-2-sulfinic acid {1-[4-(tert-butyl-dimethyl-silanyloxy)-1-trifluoromethyl-cyclohexyl]propyl}-amide). RXN SMILES: [CH2:1]([Mg]Cl)[CH3:2].[C:5]([Si:9]([CH3:30])([CH3:29])[O:10][CH:11]1[CH2:16][CH2:15][C:14]([CH:21]=[N:22][S:23]([C:25]([CH3:28])([CH3:27])[CH3:26])=[O:24])([C:17]([F:20])([F:19])[F:18])[CH2:13][CH2:12]1)([CH3:8])([CH3:7])[CH3:6].[O-]S([O-])(=O)=O.[Na+].[Na+]>C(OCC)C>[C:5]([Si:9]([CH3:30])([CH3:29])[O:10][CH:11]1[CH2:12][CH2:13][C:14]([CH:21]([NH:22][S:23]([C:25]([CH3:28])([CH3:27])[CH3:26])=[O:24])[CH2:1][CH3:2])([C:17]([F:19])([F:20])[F:18])[CH2:15][CH2:16]1)([CH3:8])([CH3:7])[CH3:6] |f:2.3.4|. Procedure: 13.4 ml (26.8 mmol) of a 2M solution of ethylmagnesium chloride in diethyl ether were diluted using 8 ml of anhydrous diethyl ether and cooled to −78° C. At that temperature, a solution of 3.7 g (8.95 mmol) of 2-methyl-propane-2-sulfinic acid 1-[4-(tert-butyl-dimethyl-silanyloxy)-1-trifluoromethyl-cyclohexyl]methylideneamide (72) in anhydrous diethyl ether was added dropwise. Afterwards, the mixture was allowed to warm to ambient temperature and was stirred for 2 h at ambient temperature. 100 ml... Product: O=C1c2ccccc2CN1Cc1ccc(OCc2ccccc2)cc1. RXN SMILES: [C:11](=[O:12])([O-:13])[O-:14].[C:1]1(=[O:10])[NH:2][CH2:3][c:4]2[cH:5][cH:6][cH:7][cH:8][c:9]21.[CH2:17]([c:18]1[cH:19][cH:20][cH:21][cH:22][cH:23]1)[O:24][c:25]1[cH:26][cH:27][c:28]([CH2:31][CH2:32][Cl:33])[cH:29][cH:30]1.[CH3:34][C:35]#[N:36].[Cs+:15].[Cs+:16]>>[C:1]1(=[O:10])[N:2]([CH2:31][c:28]2[cH:27][cH:26][c:25]([O:24][CH2:17][c:18]3[cH:19][cH:20][cH:21][cH:22][cH:23]3)[cH:30][cH:29]2)[CH2:3][c:4]2[cH:5][cH:6][cH:7][cH:8][c:9]21. The reactants are O=C([O-])[O-], O=C1NCc2ccccc21, ClCCc1ccc(OCc2ccccc2)cc1, CC#N, [Cs+], [Cs+]. Starting materials: [H-].[Al+3].[Li+].[H-].[H-].[H-] (Lithium aluminum hydride), [OH-].[Na+] (sodium hydroxide), COC=1C(=C(C(=O)O)C=CC1)OCCCCC (3-Methoxy-2-pentyloxybenzoic acid), CO (methanol). The reagents and catalysts are S(O)(O)(=O)=O (sulfuric acid). Solvent: CCOCC (Ether), O (water), O (Water). Reaction conditions: temperature 0 celsius, time 1 hour. Product: crude product, COC=1C(=C(C=CC1)CO)OCCCCC ((3-methoxy-2-pentyloxyphenyl)methanol). Reaction SMILES: [CH3:1][O:2][C:3]1[C:4]([O:12][CH2:13][CH2:14][CH2:15][CH2:16][CH3:17])=[C:5]([CH:9]=[CH:10][CH:11]=1)[C:6](O)=[O:7].CO.[H-].[Al+3].[Li+].[H-].[H-].[H-].[OH-].[Na+]>S(=O)(=O)(O)O.CCOCC.O>[CH3:1][O:2][C:3]1[C:4]([O:12][CH2:13][CH2:14][CH2:15][CH2:16][CH3:17])=[C:5]([CH2:6][OH:7])[CH:9]=[CH:10][CH:11]=1 |f:2.3.4.5.6.7,8.9|. Reported procedure: 3-Methoxy-2-pentyloxybenzoic acid (1.5 g, 6.3 mmol), methanol (10 ml) and conc. sulfuric acid (1 drop) were mixed, and this solution was refluxed under heating for 7 hours. Methanol was evaporated under reduced pressure, and a saturated aqueous sodium hydrogencarbonate solution (3 ml) was added. The aqueous layer was extracted twice with ethyl acetate (20 ml). The organic layers were combined, washed twice with a saturated aqueous sodium hydrogencarbonate solution (5 ml) and once with saturated ... Starting materials: C(C)(=O)SC1=C(N=C(S1)C)CSC(C)=O (5-acetylthio-4-acetylthiomethyl-2-methyl-1,3-thiazole), C[O-].[Na+] (sodium methoxide), ICCS(=O)(=O)C1=CC=CC=C1 (2-Iodoethyl phenylsulfone). Solvent: CO (methanol), CO (methanol). Run at time 30 minute. Yields the product C(C)(=O)SCC=1N=C(SC1SCCS(=O)(=O)C1=CC=CC=C1)C (4-Acetylthiomethyl-2-methyl-5-(2-phenylsulfonylethyl)thio-1,3-thiazole). Isolated yield 98.3%. RXN SMILES: [C:1]([S:4][C:5]1[S:9][C:8]([CH3:10])=[N:7][C:6]=1[CH2:11][S:12][C:13](=[O:15])[CH3:14])(=O)[CH3:2].C[O-].[Na+].ICC[S:22]([C:25]1[CH:30]=[CH:29][CH:28]=[CH:27][CH:26]=1)(=[O:24])=[O:23]>CO>[C:13]([S:12][CH2:11][C:6]1[N:7]=[C:8]([CH3:10])[S:9][C:5]=1[S:4][CH2:1][CH2:2][S:22]([C:25]1[CH:30]=[CH:29][CH:28]=[CH:27][CH:26]=1)(=[O:24])=[O:23])(=[O:15])[CH3:14] |f:1.2|. Reported procedure: To a solution of 5-acetylthio-4-acetylthiomethyl-2-methyl-1,3-thiazole (600 mg, 2.3 mmol) in methanol (10 mL) was dropwise added 0.5 M sodium methoxide in methanol (4.6 mL) at 0° C. and stirred at the same temperature for 30 min. 2-Iodoethyl phenylsulfone (620 mg, 2.1 mmol) was added and stirred for an additional 30 min. The solvent was removed and the residue was partitioned between water and ethyl acetate. The organic layer was concentrated and the residue was chromatographed (silica gel, dich... The reactants are ClCCCl, ClCCl, Cl[Cu]Cl, CC(C)(C)ON=O, CCOC(=O)c1cnn(-c2ccccn2)c1N. The product is CCOC(=O)c1cnn(-c2ccccn2)c1Cl. RXN SMILES: [Cl:25][CH2:26][CH2:27][Cl:28].[Cl:29][CH2:30][Cl:31].[Cl:32][Cu:33][Cl:34].[N:18]([O:19][C:20]([CH3:21])([CH3:22])[CH3:23])=[O:24].[NH2:1][c:2]1[c:3]([C:13](=[O:14])[O:15][CH2:16][CH3:17])[cH:4][n:5][n:6]1-[c:7]1[n:8][cH:9][cH:10][cH:11][cH:12]1>>[c:2]1([Cl:25])[c:3]([C:13](=[O:14])[O:15][CH2:16][CH3:17])[cH:4][n:5][n:6]1-[c:7]1[n:8][cH:9][cH:10][cH:11][cH:12]1. Starting materials: Nc1cccc(C(F)(F)F)c1, O=P(Cl)(Cl)Cl. Yields the product O=P(Cl)(Cl)Nc1cccc(C(F)(F)F)c1. Reaction SMILES: [F:1][C:2]([c:3]1[cH:4][c:5]([NH2:6])[cH:7][cH:8][cH:9]1)([F:10])[F:11].[P:12](=[O:13])([Cl:14])([Cl:15])[Cl:16]>>[F:1][C:2]([c:3]1[cH:4][c:5]([NH:6][P:12](=[O:13])([Cl:14])[Cl:15])[cH:7][cH:8][cH:9]1)([F:10])[F:11]. Reactants: C1(=CC=CC=C1)C1CCOCC1 (4-(phenyl)-tetrahydropyran), [N+](=O)(O)[O-] (nitric acid), ice, O (water). The solvent is C(C)(=O)O (acetic acid), C(C)(=O)O (acetic acid). Conditions: temperature -10 celsius, time 30 minute. The product is [N+](=O)([O-])C1=CC=C(C=C1)C1CCOCC1 (4-(p-nitrophenyl)-tetrahydropyran). RXN SMILES: [C:1]1([CH:7]2[CH2:12][CH2:11][O:10][CH2:9][CH2:8]2)[CH:6]=[CH:5][CH:4]=[CH:3][CH:2]=1.[N+:13]([O-])([OH:15])=[O:14].O>C(O)(=O)C>[N+:13]([C:4]1[CH:5]=[CH:6][C:1]([CH:7]2[CH2:8][CH2:9][O:10][CH2:11][CH2:12]2)=[CH:2][CH:3]=1)([O-:15])=[O:14]. Procedure: A solution of 32.4 g of 4-(phenyl)-tetrahydropyran [Ber., Vol. 56 (1923), p. 2013] in 60 ml of acetic acid was added at -10 to -12° C over an hour to a solution of 120 ml of concentrated nitric acid and 50 ml of acetic acid and the mixture was stirred for 30 minutes at -10° C. 100 ml of ice and 100 ml of water were added to the mixture and the mixture was filtered. The recovered precipitate was washed with water and dried to obtain 35 g of 4-(p-nitrophenyl)-tetrahydropyran melting at 124° C. The reactants are [OH-].[Na+] (NaOH), FC1=C(C=C(C(=C1)F)F)NC1=NN=C(O1)C(=O)NC=1C=CC(=NC1)[C@@H]1CC[C@H](CC1)CC(=O)OC (methyl (trans-4-{5-[({5-[(2,4,5-trifluorophenyl)amino]-1,3,4-oxadiazol-2-yl}carbonyl)amino]pyridin-2-yl}cyclohexyl)acetate), solution, [OH-].[Na+] (NaOH). The solvent is C1CCOC1 (THF), CO (MeOH). Run at time 16 hour. Product: FC1=C(C=C(C(=C1)F)F)NC1=NN=C(O1)C(=O)NC=1C=CC(=NC1)[C@@H]1CC[C@H](CC1)CC(=O)O ((trans-4-{5-[({5-[(2,4,5-Trifluorophenyl)amino]-1,3,4-oxadiazol-2-yl}carbonyl)amino]pyridin-2-yl}cyclohexyl)acetic acid). Isolated yield 119.0%. Reaction SMILES: [F:1][C:2]1[CH:7]=[C:6]([F:8])[C:5]([F:9])=[CH:4][C:3]=1[NH:10][C:11]1[O:15][C:14]([C:16]([NH:18][C:19]2[CH:20]=[CH:21][C:22]([C@H:25]3[CH2:30][CH2:29][C@H:28]([CH2:31][C:32]([O:34]C)=[O:33])[CH2:27][CH2:26]3)=[N:23][CH:24]=2)=[O:17])=[N:13][N:12]=1.[OH-].[Na+]>C1COCC1.CO>[F:1][C:2]1[CH:7]=[C:6]([F:8])[C:5]([F:9])=[CH:4][C:3]=1[NH:10][C:11]1[O:15][C:14]([C:16]([NH:18][C:19]2[CH:20]=[CH:21][C:22]([C@H:25]3[CH2:26][CH2:27][C@H:28]([CH2:31][C:32]([OH:34])=[O:33])[CH2:29][CH2:30]3)=[N:23][CH:24]=2)=[O:17])=[N:13][N:12]=1 |f:1.2|. Procedure details: To a solution of methyl (trans-4-{5-[({5-[(2,4,5-trifluorophenyl)amino]-1,3,4-oxadiazol-2-yl}carbonyl)amino]pyridin-2-yl}cyclohexyl)acetate (Example 406, 355 mg, 0.725 mmol) in THF (5 mL) and MeOH (25 mL) was added a 2M solution of NaOH (1.8 mL). The resulting yellow solution was allowed to stir at ambient temperature for 16 hr then a further 1.8 mL of 2M NaOH was added and stirring was continued at ambient temperature for 16 hr. The volatile organics were removed by evaporation and residue adju...